From a dataset of the Open Reaction Database (ORD), a public repository of structured organic reaction records. describe an organic reaction: reactants, conditions, products, and yield Reactants: COC(=O)C(Cc1ccc(Br)cc1)NC(=O)c1cc(-c2ccc(C(F)(F)F)cc2)ccc1O, O=[N+]([O-])c1ccc(B(O)O)cc1. Yields the product COC(=O)C(Cc1ccc(-c2ccc([N+](=O)[O-])cc2)cc1)NC(=O)c1cc(-c2ccc(C(F)(F)F)cc2)ccc1O. Reaction SMILES: [CH3:1][O:2][C:3]([CH:4]([CH2:5][c:6]1[cH:7][cH:8][c:9]([Br:12])[cH:10][cH:11]1)[NH:13][C:14](=[O:15])[c:16]1[cH:17][c:18](-[c:23]2[cH:24][cH:25][c:26]([C:29]([F:30])([F:31])[F:32])[cH:27][cH:28]2)[cH:19][cH:20][c:21]1[OH:22])=[O:33].[N+:34](=[O:35])([O-:36])[c:37]1[cH:38][cH:39][c:40]([B:43]([OH:44])[OH:45])[cH:41][cH:42]1>>[CH3:1][O:2][C:3]([CH:4]([CH2:5][c:6]1[cH:7][cH:8][c:9](-[c:40]2[cH:39][cH:38][c:37]([N+:34](=[O:35])[O-:36])[cH:42][cH:41]2)[cH:10][cH:11]1)[NH:13][C:14](=[O:15])[c:16]1[cH:17][c:18](-[c:23]2[cH:24][cH:25][c:26]([C:29]([F:30])([F:31])[F:32])[cH:27][cH:28]2)[cH:19][cH:20][c:21]1[OH:22])=[O:33].